Task: describe an organic reaction: reactants, conditions, products, and yield. Dataset: the Open Reaction Database (ORD), a public repository of structured organic reaction records Reactants: ClC1=C(C=C(C=C1)C)NC1=C(C=NC=2N1N=CC2C(=O)O)C(=O)N2CCC1(CC2)COC2=C1C=CC(=C2)F (7-(2-Chloro-5-methylphenylamino)-6-(6-fluoro-2H-spiro[benzofuran-3,4′-piperidine]-1′-ylcarbonyl)pyrazolo[1,5-a]pyrimidine-3-carboxylic acid), C1(CC1)S(=O)(=O)N (cyclopropanesulfonamide). Yields the product ClC1=C(C=C(C=C1)C)NC1=C(C=NC=2N1N=CC2C(=O)NS(=O)(=O)C2CC2)C(=O)N2CCC1(CC2)COC2=C1C=CC(=C2)F (N-[7-(2-Chloro-5-methylphenylamino)-6-(6-fluoro-2H-spiro[benzofuran-3,4′-piperidine]-1′-ylcarbonyl)pyrazolo[1,5-a]pyrimidine-3-carbonyl]cyclopropanesulfonamide). The yield is 48.3%. RXN SMILES: [Cl:1][C:2]1[CH:7]=[CH:6][C:5]([CH3:8])=[CH:4][C:3]=1[NH:9][C:10]1[N:15]2[N:16]=[CH:17][C:18]([C:19]([OH:21])=O)=[C:14]2[N:13]=[CH:12][C:11]=1[C:22]([N:24]1[CH2:29][CH2:28][C:27]2([C:33]3[CH:34]=[CH:35][C:36]([F:38])=[CH:37][C:32]=3[O:31][CH2:30]2)[CH2:26][CH2:25]1)=[O:23].[CH:39]1([S:42]([NH2:45])(=[O:44])=[O:43])[CH2:41][CH2:40]1>>[Cl:1][C:2]1[CH:7]=[CH:6][C:5]([CH3:8])=[CH:4][C:3]=1[NH:9][C:10]1[N:15]2[N:16]=[CH:17][C:18]([C:19]([NH:45][S:42]([CH:39]3[CH2:41][CH2:40]3)(=[O:44])=[O:43])=[O:21])=[C:14]2[N:13]=[CH:12][C:11]=1[C:22]([N:24]1[CH2:25][CH2:26][C:27]2([C:33]3[CH:34]=[CH:35][C:36]([F:38])=[CH:37][C:32]=3[O:31][CH2:30]2)[CH2:28][CH2:29]1)=[O:23]. Procedure: In the same manner as in Example 1, step 6 and using 7-(2-chloro-5-methylphenylamino)-6-(6-fluoro-2H-spiro[benzofuran-3,4′-piperidine]-1′-ylcarbonyl)pyrazolo[1,5-a]pyrimidine-3-carboxylic acid (0.160 g, 0.282 mmol) obtained in Example 142, step 2 and cyclopropanesulfonamide (0.170 g, 1.41 mmol), the title compound (0.087 g, 48%) was obtained. Starting materials: BrCCCCCCCCCC (1-bromodecane), OC=1C=C(C=O)C=C(C1)O (3,5-dihydroxy-benzaldehyde). Yields the product C(CCCCCCCCC)OC=1C=C(C=O)C=C(C1)OCCCCCCCCCC (3,5-Didecyloxy-benzaldehyde). RXN SMILES: Br[CH2:2][CH2:3][CH2:4][CH2:5][CH2:6][CH2:7][CH2:8][CH2:9][CH2:10][CH3:11].[OH:12][C:13]1[CH:14]=[C:15]([CH:18]=[C:19]([OH:21])[CH:20]=1)[CH:16]=[O:17]>>[CH2:2]([O:12][C:13]1[CH:14]=[C:15]([CH:18]=[C:19]([O:21][CH2:2][CH2:3][CH2:4][CH2:5][CH2:6][CH2:7][CH2:8][CH2:9][CH2:10][CH3:11])[CH:20]=1)[CH:16]=[O:17])[CH2:3][CH2:4][CH2:5][CH2:6][CH2:7][CH2:8][CH2:9][CH2:10][CH3:11]. Procedure: The title compound was prepared according to the method described in Example 9 above from 1-bromodecane and 3,5-dihydroxy-benzaldehyde. Starting materials: [BH4-], C=CC1CC1(COC(=O)c1ccccc1)COC(=O)c1ccccc1, CCOC(C)=O, C1CCCCC1, ClCCl, [Na+]. The product is O=C(OCC1(COC(=O)c2ccccc2)CC1CO)c1ccccc1. As a reaction SMILES: [BH4-:26].[C:1]([c:2]1[cH:3][cH:4][cH:5][cH:6][cH:7]1)(=[O:8])[O:9][CH2:10][C:11]1([CH2:16][O:17][C:18]([c:19]2[cH:20][cH:21][cH:22][cH:23][cH:24]2)=[O:25])[CH:12]([CH:14]=[CH2:15])[CH2:13]1.[C:28]([O:29][CH2:31][CH3:32])(=[O:30])[CH3:33].[CH2:34]1[CH2:35][CH2:36][CH2:37][CH2:38][CH2:39]1.[Cl:40][CH2:41][Cl:42].[Na+:27]>>[C:1]([c:2]1[cH:3][cH:4][cH:5][cH:6][cH:7]1)(=[O:8])[O:9][CH2:10][C:11]1([CH2:16][O:17][C:18]([c:19]2[cH:20][cH:21][cH:22][cH:23][cH:24]2)=[O:25])[CH:12]([CH2:14][OH:30])[CH2:13]1. Starting materials: C1CCOC1, Cc1ccc(-c2c(CNC(=O)OC(C)(C)C)c(CC(C)C)nc3ccc(CO)cc23)cc1. The product is Cc1ccc(-c2c(CNC(=O)OC(C)(C)C)c(CC(C)C)nc3ccc(C=O)cc23)cc1. As a reaction SMILES: [O:33]1[CH2:34][CH2:35][CH2:36][CH2:37]1.[OH:1][CH2:2][c:3]1[cH:4][c:5]2[c:6](-[c:26]3[cH:27][cH:28][c:29]([CH3:32])[cH:30][cH:31]3)[c:7]([CH2:17][NH:18][C:19]([O:20][C:21]([CH3:22])([CH3:23])[CH3:24])=[O:25])[c:8]([CH2:13][CH:14]([CH3:15])[CH3:16])[n:9][c:10]2[cH:11][cH:12]1>>[O:1]=[CH:2][c:3]1[cH:4][c:5]2[c:6](-[c:26]3[cH:27][cH:28][c:29]([CH3:32])[cH:30][cH:31]3)[c:7]([CH2:17][NH:18][C:19]([O:20][C:21]([CH3:22])([CH3:23])[CH3:24])=[O:25])[c:8]([CH2:13][CH:14]([CH3:15])[CH3:16])[n:9][c:10]2[cH:11][cH:12]1.